This data is from the Open Reaction Database (ORD), a public repository of structured organic reaction records. The task is: describe an organic reaction: reactants, conditions, products, and yield Reactants: FC(C[O-])(F)F.C(C)[Al+]CC (Diethyl Aluminum 2,2,2-Trifluoroethoxide), [Al] (aluminum), Al, FC(CO)(F)F (2,2,2-trifluoroethanol), fluoroalkanol. Conditions: temperature 55 celsius, time 1 hour. The product is FC(C[O-])(F)F.FC(C[O-])(F)F.C(C)[Al+2] (Ethylaluminum Di-(2,2,2-trifluoroethoxide)). As a reaction SMILES: [F:1][C:2]([F:6])([F:5])[CH2:3][O-:4].[CH2:7]([Al+:9]CC)[CH3:8].[F:12][C:13]([F:17])([F:16])[CH2:14][OH:15].[Al]>>[F:1][C:2]([F:6])([F:5])[CH2:3][O-:4].[F:12][C:13]([F:17])([F:16])[CH2:14][O-:15].[CH2:7]([Al+2:9])[CH3:8] |f:0.1,4.5.6|. Reported procedure: In a flask were placed 10.27 g (55.75 mmoles) of the product of Example 1, under a nitrogen blanket. Then, 5.71 g (0.058 mole) of 2,2,2-trifluoroethanol was added dropwise. When the reaction mixture temperature reached 50° C., the flask was immersed in a chilled oil bath (0° C.) and the addition of fluoroalkanol was continued at a rate sufficient to maintain the temperature at 50°-55° C. After addition was completed, the reaction mixture was stirred for one hour at 55° C. The product was a visco...